Dataset: the Open Reaction Database (ORD), a public repository of structured organic reaction records. Task: describe an organic reaction: reactants, conditions, products, and yield The reactants are [BH4-], CCOC(=O)CC1CN=C(c2cc3cccc(N(C)S(=O)(=O)c4cccs4)c3[nH]2)S1, CO, [Li+], C1CCOC1, O=C(O)CC(O)(CC(=O)O)C(=O)O. Product: CN(c1cccc2cc(C3=NCC(CCO)S3)[nH]c12)S(=O)(=O)c1cccs1. Reaction SMILES: [BH4-:31].[CH3:1][N:2]([c:3]1[cH:4][cH:5][cH:6][c:7]2[cH:8][c:9]([C:12]3=[N:16][CH2:15][CH:14]([CH2:17][C:18](=[O:19])[O:20][CH2:21][CH3:22])[S:13]3)[nH:10][c:11]12)[S:23](=[O:24])(=[O:25])[c:26]1[s:27][cH:28][cH:29][cH:30]1.[CH3:51][OH:52].[Li+:32].[O:33]1[CH2:34][CH2:35][CH2:36][CH2:37]1.[OH:38][C:39]([CH2:40][C:41]([C:42](=[O:43])[OH:44])([CH2:45][C:46](=[O:47])[OH:48])[OH:49])=[O:50]>>[CH3:1][N:2]([c:3]1[cH:4][cH:5][cH:6][c:7]2[cH:8][c:9]([C:12]3=[N:16][CH2:15][CH:14]([CH2:17][CH2:18][OH:19])[S:13]3)[nH:10][c:11]12)[S:23](=[O:24])(=[O:25])[c:26]1[s:27][cH:28][cH:29][cH:30]1. The reactants are COC(CC(C)=O)=O (3-oxo-butyric acid methyl ester), R3—(CH2)m—NH2, C1(CCCCC1)N (cyclohexylamine), FC(C1=C(C=C(C=C1)C(F)(F)F)C(CBr)=O)(F)F (1-(2,5-bis-trifluoromethyl-phenyl)-2-bromo-ethanone), C1(CC1)CCN (2-cyclopropyl-ethylamine). Yields the product C1(CCCCC1)NC(=O)C1=C(N(C(=C1)C1=C(C=CC(=C1)C(F)(F)F)C(F)(F)F)CCC1CC1)C (5-(2,5-Bis-trifluoromethyl-phenyl)-1-(2-cyclopropyl-ethyl)-2-methyl-1H-pyrrole-3-carboxylic acid cyclohexylamide). As a reaction SMILES: C[O:2][C:3](=O)[CH2:4][C:5](=O)[CH3:6].[F:9][C:10]([F:26])([F:25])[C:11]1[CH:16]=[CH:15][C:14]([C:17]([F:20])([F:19])[F:18])=[CH:13][C:12]=1[C:21](=O)[CH2:22]Br.[CH:27]1([CH2:30][CH2:31][NH2:32])[CH2:29][CH2:28]1.[CH:33]1([NH2:39])[CH2:38][CH2:37][CH2:36][CH2:35][CH2:34]1>>[CH:33]1([NH:39][C:3]([C:4]2[CH:22]=[C:21]([C:12]3[CH:13]=[C:14]([C:17]([F:20])([F:19])[F:18])[CH:15]=[CH:16][C:11]=3[C:10]([F:26])([F:25])[F:9])[N:32]([CH2:31][CH2:30][CH:27]3[CH2:29][CH2:28]3)[C:5]=2[CH3:6])=[O:2])[CH2:38][CH2:37][CH2:36][CH2:35][CH2:34]1. Reported procedure: The title compound was synthesized in analogy to Example 68, using 3-oxo-butyric acid methyl ester as compound of formula R, 1-(2,5-bis-trifluoromethyl-phenyl)-2-bromo-ethanone as compound of formula S, 2-cyclopropyl-ethylamine as R3—(CH2)m—NH2 and cyclohexylamine as R1R2NH, MS (ISP) 487.4 (M+H)+. The yield is 74.2%. Run at temperature 60 celsius, time 15 minute. Procedure details: Compound 9 (3.76 g, 15.1 mmol) was dissolved in DMSO M, 30 Ml) and heated to 60° C. DBU (4.51 ml, 30.2 mmol, 2.0 eq) was added, the resulting solution was stirred for 15 min and more DBU (18.0 ml, 121 mmol, 8.0 eq) was added. The mixture was stirred at 60° C. overnight and then cooled to RT. EtOAc (100 ml) and water (100 ml) were added. After acidification to pH 1 with concentrated HCl, the aqueous phase was extracted with EtOAc (3×50 ml). The combined organic layers were washed with 1 M HCl/sat... The reactants are BrC1(C=CCCCCC1)OCCO (2-(Bromocyclooct-2-en-1-yloxy)ethanol), C1CCC2=NCCCN2CC1 (DBU), CCOC(=O)C (EtOAc), O (water), C1CCC2=NCCCN2CC1 (DBU). The product is cHex EtOAc, C1(C#CCCCCC1)OCCO (2-(Cyclooct-2-yn-1-yloxy)ethanol). The solvent is CS(=O)C (DMSO). As a reaction SMILES: Br[C:2]1([O:10][CH2:11][CH2:12][OH:13])[CH2:9][CH2:8][CH2:7][CH2:6][CH2:5][CH:4]=[CH:3]1.C1CCN2C(=NCCC2)CC1.CCOC(C)=O.O>CS(C)=O>[CH:2]1([O:10][CH2:11][CH2:12][OH:13])[CH2:9][CH2:8][CH2:7][CH2:6][CH2:5][C:4]#[C:3]1. As a reaction SMILES: [BH4-:27].[C:46](#[N:47])[CH3:48].[CH3:1][O:2][c:3]1[c:4]([CH:11]2[CH2:12][C:13]([c:18]3[c:19](=[O:26])[o:20][c:21]([CH3:25])[cH:22][c:23]3[OH:24])=[N:14][CH2:15][CH2:16][S:17]2)[cH:5][cH:6][c:7]([O:9][CH3:10])[cH:8]1.[CH3:29][C:30](=[O:31])[O:32][C:33](=[O:34])[CH3:35].[CH3:49][CH2:50][OH:51].[CH:36]([N:37]([CH2:38][CH3:39])[CH:40]([CH3:41])[CH3:42])([CH3:43])[CH3:44].[Na+:28].[OH2:45]>>[CH3:1][O:2][c:3]1[c:4]([CH:11]2[CH2:12][CH:13]([c:18]3[c:19](=[O:26])[o:20][c:21]([CH3:25])[cH:22][c:23]3[OH:24])[N:14]([C:30]([CH3:29])=[O:31])[CH2:15][CH2:16][S:17]2)[cH:5][cH:6][c:7]([O:9][CH3:10])[cH:8]1. Yields the product COc1ccc(C2CC(c3c(O)cc(C)oc3=O)N(C(C)=O)CCS2)c(OC)c1. Reactants: [BH4-], CC#N, COc1ccc(C2CC(c3c(O)cc(C)oc3=O)=NCCS2)c(OC)c1, CC(=O)OC(C)=O, CCO, CCN(C(C)C)C(C)C, [Na+], O. Reactants: CCOc1ccccc1Cc1nc(SC)c(C#N)c(=O)[nH]1, CC#N, OCCC1CCNCC1. Product: CCOc1ccccc1Cc1nc(N2CCC(CCO)CC2)c(C#N)c(=O)[nH]1. As a reaction SMILES: [CH2:1]([CH3:2])[O:3][c:4]1[c:5]([CH2:6][c:7]2[nH:8][c:9](=[O:17])[c:10]([C:15]#[N:16])[c:11]([S:13][CH3:14])[n:12]2)[cH:18][cH:19][cH:20][cH:21]1.[CH3:31][C:32]#[N:33].[NH:22]1[CH2:23][CH2:24][CH:25]([CH2:28][CH2:29][OH:30])[CH2:26][CH2:27]1>>[CH2:1]([CH3:2])[O:3][c:4]1[c:5]([CH2:6][c:7]2[nH:8][c:9](=[O:17])[c:10]([C:15]#[N:16])[c:11]([N:22]3[CH2:23][CH2:24][CH:25]([CH2:28][CH2:29][OH:30])[CH2:26][CH2:27]3)[n:12]2)[cH:18][cH:19][cH:20][cH:21]1. Reactants: NC(CO)(CO)C (2-amino-2-methyl-1,3-propanediol), C(CCCCCCCCCCC)NC(=O)N1C=NC=C1 (1-N-(dodecylaminocarbonyl)imidazole), ( III ). Run in CO (methanol). Yields the product C(CCCCCCCCCCC)NC(=O)NC(CO)(C)CO (1-dodecyl-3-(2-hydroxy-1-hydroxymethyl-1-methylethyl)urea). RXN SMILES: [NH2:1][C:2]([CH3:7])([CH2:5][OH:6])[CH2:3][OH:4].[CH2:8]([NH:20][C:21](N1C=CN=C1)=[O:22])[CH2:9][CH2:10][CH2:11][CH2:12][CH2:13][CH2:14][CH2:15][CH2:16][CH2:17][CH2:18][CH3:19]>CO>[CH2:8]([NH:20][C:21]([NH:1][C:2]([CH2:5][OH:6])([CH3:7])[CH2:3][OH:4])=[O:22])[CH2:9][CH2:10][CH2:11][CH2:12][CH2:13][CH2:14][CH2:15][CH2:16][CH2:17][CH2:18][CH3:19]. Reported procedure: The preparation was carried out, according to the same process described in Example 1, from 3.5 g of 2-amino-2-methyl-1,3-propanediol of corresponding formula R2 --NH--R3, where R2 denoted H and R3 denoted: ##STR7## and 7 g of 1-N-(dodecylaminocarbonyl)imidazole of corresponding formula (III), where R1 denoted C12H25, in 100 cm3 of methanol. Starting materials: ClC1=CC=C(S1)C=1C=CC2=C(C=C(CCS2(=O)=O)C(=O)OC)C1 (methyl 7-(5-chloro-2-thienyl)-1,1-dioxo-2,3-dihydro-1-benzothiepine-4-carboxylate), Cl (hydrochloric acid). Run in COCCOC (1,2-dimethoxyethane). Run at temperature 100 celsius, time 16 hour. Yields the product ClC1=CC=C(S1)C=1C=CC2=C(C=C(CCS2(=O)=O)C(=O)O)C1 (7-(5-chloro-2-thienyl)-1,1-dioxo-2,3-dihydro-1-benzothiepine-4-carboxylic acid). Isolated yield 90.4%. As a reaction SMILES: [Cl:1][C:2]1[S:6][C:5]([C:7]2[CH:8]=[CH:9][C:10]3[S:16](=[O:18])(=[O:17])[CH2:15][CH2:14][C:13]([C:19]([O:21]C)=[O:20])=[CH:12][C:11]=3[CH:23]=2)=[CH:4][CH:3]=1.Cl>COCCOC>[Cl:1][C:2]1[S:6][C:5]([C:7]2[CH:8]=[CH:9][C:10]3[S:16](=[O:17])(=[O:18])[CH2:15][CH2:14][C:13]([C:19]([OH:21])=[O:20])=[CH:12][C:11]=3[CH:23]=2)=[CH:4][CH:3]=1. Procedure details: In 1,2-dimethoxyethane (11.5 ml) was dissolved methyl 7-(5-chloro-2-thienyl)-1,1-dioxo-2,3-dihydro-1-benzothiepine-4-carboxylate (230 mg), and to the mixture was added 6N hydrochloric acid (9.2 ml). The mixture was stirred at 100° C. for 16 hours, cooled to room temperature, extracted with ethyl acetate, washed with saturated brine and dried with magnesium sulfate. Under reduced pressure, the solvent was evaporated to give 7-(5-chloro-2-thienyl)-1,1-dioxo-2,3-dihydro-1-benzothiepine-4-carboxylic...